describe an organic reaction: reactants, conditions, products, and yield From a dataset of the Open Reaction Database (ORD), a public repository of structured organic reaction records. Reactants: OC1=C2C=C(NC2=CC=C1OC)C(=O)OC (methyl 4-hydroxy-5-methoxyindole-2-carboxylate), C(C)(=O)OC(C)=O (acetic anhydride). The reagents and catalysts are CN(C)C=1C=CN=CC1 (DMAP). Yields the product C(C)(=O)OC1=C2C=C(NC2=CC=C1OC)C(=O)OC (Methyl 4-Acetoxy-5-methoxyindole-2-carboxylate). The yield is 75.0%. As a reaction SMILES: [OH:1][C:2]1[C:10]([O:11][CH3:12])=[CH:9][CH:8]=[C:7]2[C:3]=1[CH:4]=[C:5]([C:13]([O:15][CH3:16])=[O:14])[NH:6]2.[C:17](OC(=O)C)(=[O:19])[CH3:18]>CN(C1C=CN=CC=1)C>[C:17]([O:1][C:2]1[C:10]([O:11][CH3:12])=[CH:9][CH:8]=[C:7]2[C:3]=1[CH:4]=[C:5]([C:13]([O:15][CH3:16])=[O:14])[NH:6]2)(=[O:19])[CH3:18]. Procedure details: A stirred solution of methyl 4-hydroxy-5-methoxyindole-2-carboxylate (0.51 g) and DMAP (10 mg) in acetic anhydride (5 ml) was heated at 80° C. for 4 hours. The reaction was concentrated in vacuo and the residue dissolved in dichloromethane and washed with hydrochloric acid (2.0 M), saturated aqueous sodium hydrogen carbonate solution, water, aqueous saturated sodium chloride solution and dried (MgSO4). The solution was concentrated in vacuo and the residue was purified by column chromatography u... Reactants: C1=CC=CC2=CC3=CC=CC=C3C(=C12)CO (9-anthacenemethanol), N1=CC=CC=C1 (pyridine), ClC(=O)OC1=CC=C(C=C1)[N+](=O)[O-] (p-nitrophenyl chloroformate), N1CCNCC1 (piperazine). Solvent: O (water). Product: C1=CC=CC2=CC3=CC=CC=C3C(=C12)COC(=O)N1CCNCC1 (9-anthracenylmethyl-1-piperazinecarboxylate). As a reaction SMILES: [CH:1]1[C:14]2[C:5](=[CH:6][C:7]3[C:12]([C:13]=2[CH2:15][OH:16])=[CH:11][CH:10]=[CH:9][CH:8]=3)[CH:4]=[CH:3][CH:2]=1.N1C=CC=CC=1.Cl[C:24](OC1C=CC([N+]([O-])=O)=CC=1)=[O:25].[NH:36]1[CH2:41][CH2:40][NH:39][CH2:38][CH2:37]1>O>[CH:11]1[C:12]2[C:7](=[CH:6][C:5]3[C:14]([C:13]=2[CH2:15][O:16][C:24]([N:36]2[CH2:41][CH2:40][NH:39][CH2:38][CH2:37]2)=[O:25])=[CH:1][CH:2]=[CH:3][CH:4]=3)[CH:8]=[CH:9][CH:10]=1. Reported procedure: PAC is produced by adding 9-anthacenemethanol and pyridine to a solution of p-nitrophenyl chloroformate. Product is isolated to provide a crude anthrylmethyl p-nitrophenyl carbonate, which is then added to a solution of piperazine. The reacted mixture is poured into water and extracted with a solvent, preferably an organic solvent such as toluene. The product is washed and dried to provide 9-anthracenylmethyl-1-piperazinecarboxylate (PAC). The reactants are Br, O=C([O-])O, CC1=NN(c2ccc3c(c2)CCCC3)C(=O)C1, CCO, Cl, O=N[O-], Nc1cccc(-c2coc(C(=O)O)c2)c1O, [Na+], [Na+]. Yields the product CC1=NN(c2ccc3c(c2)CCCC3)C(=O)C1=NNc1cccc(-c2coc(C(=O)O)c2)c1O. As a reaction SMILES: [BrH:1].[C:39](=[O:40])([OH:41])[O-:42].[CH3:22][C:23]1=[N:27][N:26]([c:28]2[cH:29][c:30]3[c:35]([cH:36][cH:37]2)[CH2:34][CH2:33][CH2:32][CH2:31]3)[C:25](=[O:38])[CH2:24]1.[CH3:45][CH2:46][OH:47].[ClH:44].[N:18]([O-:19])=[O:20].[NH2:2][c:3]1[c:4]([OH:17])[c:5](-[c:9]2[cH:10][c:11]([C:14](=[O:15])[OH:16])[o:12][cH:13]2)[cH:6][cH:7][cH:8]1.[Na+:21].[Na+:43]>>[NH:2]([c:3]1[c:4]([OH:17])[c:5](-[c:9]2[cH:10][c:11]([C:14](=[O:15])[OH:16])[o:12][cH:13]2)[cH:6][cH:7][cH:8]1)[N:18]=[C:24]1[C:23]([CH3:22])=[N:27][N:26]([c:28]2[cH:29][c:30]3[c:35]([cH:36][cH:37]2)[CH2:34][CH2:33][CH2:32][CH2:31]3)[C:25]1=[O:38]. Starting materials: E2, FC=1C=C(C#N)C=C(C1)OC1=C(C=C(C=C1)CO)F (3-fluoro-5-(2-fluoro-4-(hydroxymethyl)phenoxy)benzonitrile), ClC1=NC(N2C(N(CCC2)C)=C1)=O (8-chloro-1-methyl-3,4-dihydro-1H-pyrimido[1,6-a]pyrimidin-6(2H)-one). Yields the product FC=1C=C(C#N)C=C(C1)OC1=C(C=C(C=C1)COC1=NC(N2C(N(CCC2)C)=C1)=O)F (3-fluoro-5-(2-fluoro-4-(((1-methyl-6-oxo-2,3,4,6-tetrahydro-1H-pyrimido[1,6-a]pyrimidin-8-yl)oxy)methyl)phenoxy)benzonitrile). RXN SMILES: [F:1][C:2]1[CH:3]=[C:4]([CH:7]=[C:8]([O:10][C:11]2[CH:16]=[CH:15][C:14]([CH2:17][OH:18])=[CH:13][C:12]=2[F:19])[CH:9]=1)[C:5]#[N:6].Cl[C:21]1[CH:31]=[C:25]2[N:26]([CH3:30])[CH2:27][CH2:28][CH2:29][N:24]2[C:23](=[O:32])[N:22]=1>>[F:1][C:2]1[CH:3]=[C:4]([CH:7]=[C:8]([O:10][C:11]2[CH:16]=[CH:15][C:14]([CH2:17][O:18][C:21]3[CH:31]=[C:25]4[N:26]([CH3:30])[CH2:27][CH2:28][CH2:29][N:24]4[C:23](=[O:32])[N:22]=3)=[CH:13][C:12]=2[F:19])[CH:9]=1)[C:5]#[N:6]. Reported procedure: The title compound or its salt was prepared by a procedure similar to that described for E2 starting from 3-fluoro-5-(2-fluoro-4-(hydroxymethyl)phenoxy)benzonitrile and 8-chloro-1-methyl-3,4-dihydro-1H-pyrimido[1,6-a]pyrimidin-6(2H)-one. Isolated yield 89.8%. Reaction conditions: temperature 60 celsius. Run in CN(C=O)C (N,N-dimethylformamide), C(C)(=O)OCC (ethyl acetate). RXN SMILES: [CH3:1][O:2][C:3](=[O:11])[C:4]1[CH:9]=[CH:8][C:7]([OH:10])=[CH:6][CH:5]=1.[Br:12][CH2:13][CH2:14][CH2:15][CH2:16][CH2:17][CH2:18]Br.C(=O)([O-])[O-].[K+].[K+].CCCCCC>CN(C)C=O.C(OCC)(=O)C>[Br:12][CH2:13][CH2:14][CH2:15][CH2:16][CH2:17][CH2:18][O:10][C:7]1[CH:8]=[CH:9][C:4]([C:3]([O:2][CH3:1])=[O:11])=[CH:5][CH:6]=1 |f:2.3.4|. Starting materials: CCCCCC (Hexane), COC(C1=CC=C(C=C1)O)=O (4-hydroxybenzoic acid methyl ester), BrCCCCCCBr (1,6-dibromohexane), C([O-])([O-])=O.[K+].[K+] (potassium carbonate). Reported procedure: A solution of 4-hydroxybenzoic acid methyl ester (100 g) and 1,6-dibromohexane (481 g) in N,N-dimethylformamide (500 ml) was treated with potassium carbonate (109 g) then heated at 60° C. for 2 hours. After cooling, the mixture was diluted with ethyl acetate (3 L) and washed with water (7×1 L). The organic layer was dried over magnesium sulfate, filtered, and evaporated to give a crude oil. Hexane (˜100 ml) was added and the resulting precipitate removed by filtration and discarded and the filtr... Product: BrCCCCCCOC1=CC=C(C(=O)OC)C=C1 (methyl 4-(6-bromo-n-hexyloxy)benzoate). Starting materials: C(C)(=O)OCC=1N(C2=CC=C(C=C2C1C(C(=O)O)=O)OCC1=CC=CC=C1)CC1=CC=C(C=C1)C ([2-[(acetyloxy)methyl]-5-(benzyloxy)-1-(4-methylbenzyl)-1H-indol-3-yl](oxo)acetic acid), [OH-].[K+] (potassium hydroxide), Cl (HCl). The product is C(C1=CC=CC=C1)OC=1C=C2C3=C(N(C2=CC1)CC1=CC=C(C=C1)C)COC(C3=O)=O (6-(Benzyloxy)-9-(4-methylbenzyl)-1,9-dihydropyrano[3,4-b]indole-3,4-dione). As a reaction SMILES: [C:1]([O:4][CH2:5][C:6]1[N:7]([CH2:28][C:29]2[CH:34]=[CH:33][C:32]([CH3:35])=[CH:31][CH:30]=2)[C:8]2[C:13]([C:14]=1[C:15](=[O:19])C(O)=O)=[CH:12][C:11]([O:20][CH2:21][C:22]1[CH:27]=[CH:26][CH:25]=[CH:24][CH:23]=1)=[CH:10][CH:9]=2)(=[O:3])C.[OH-].[K+].Cl>>[CH2:21]([O:20][C:11]1[CH:12]=[C:13]2[C:8](=[CH:9][CH:10]=1)[N:7]([CH2:28][C:29]1[CH:30]=[CH:31][C:32]([CH3:35])=[CH:33][CH:34]=1)[C:6]1[CH2:5][O:4][C:1](=[O:3])[C:15](=[O:19])[C:14]2=1)[C:22]1[CH:23]=[CH:24][CH:25]=[CH:26][CH:27]=1 |f:1.2|. Procedure details: The title compound was prepared from [2-[(acetyloxy)methyl]-5-(benzyloxy)-1-(4-methylbenzyl)-1H-indol-3-yl](oxo)acetic acid and aqueous potassium hydroxide according to the procedure described in step 6 of Example 1, followed by the treatment with aqueous HCl in substantially the same manner, as described in step 7 of Example 1. The product was obtained as an off-white solid; mp: 206–207° C. The reactants are NC1=C(C=C(C=C1)C(C(F)(F)F)(C(F)(F)F)O)S (4-amino-3-mercapto[2,2,2-trifluoro-1-hydroxy-1-(trifluoromethyl)ethyl]benzene), C(C=C)(=O)O (acrylic acid). Yields the product FC(C(C(F)(F)F)(O)C1=CC2=C(NC(CCS2)=O)C=C1)(F)F (2,3-dihydro-8-[2,2,2-trifluoro-1-hydroxy-1-(trifluoromethyl)ethyl]1,5-benzothiazepin-4(5H)-one). RXN SMILES: [NH2:1][C:2]1[CH:7]=[CH:6][C:5]([C:8]([OH:17])([C:13]([F:16])([F:15])[F:14])[C:9]([F:12])([F:11])[F:10])=[CH:4][C:3]=1[SH:18].[C:19](O)(=[O:22])[CH:20]=[CH2:21]>>[F:16][C:13]([F:14])([F:15])[C:8]([C:5]1[CH:6]=[CH:7][C:2]2[NH:1][C:19](=[O:22])[CH2:20][CH2:21][S:18][C:3]=2[CH:4]=1)([OH:17])[C:9]([F:10])([F:11])[F:12]. Reported procedure: To 4-amino-3-mercapto[2,2,2-trifluoro-1-hydroxy-1-(trifluoromethyl)ethyl]benzene is added acrylic acid. The reaction mixture can be heated in a nitrogen atmosphere until analysis by thin layer chromatography indicates the reaction to complete. The residual material can be chromatographed and recrystallized to give 2,3-dihydro-8-[2,2,2-trifluoro-1-hydroxy-1-(trifluoromethyl)ethyl]1,5-benzothiazepin-4(5H)-one Starting materials: O=C([O-])O, [Li]CCCC, CCn1cncn1, C1CCOC1, CN(C)CCN(C)C, [Na+], CN(C)C=O. Product: CCn1ncnc1C=O. As a reaction SMILES: [C:26](=[O:27])([OH:28])[O-:29].[CH2:16]([Li:17])[CH2:18][CH2:19][CH3:20].[CH2:1]([CH3:2])[n:3]1[n:4][cH:5][n:6][cH:7]1.[CH2:31]1[O:32][CH2:33][CH2:34][CH2:35]1.[CH3:8][N:9]([CH3:10])[CH2:11][CH2:12][N:13]([CH3:14])[CH3:15].[Na+:30].[O:21]=[CH:22][N:23]([CH3:24])[CH3:25]>>[CH2:1]([CH3:2])[n:3]1[n:4][cH:5][n:6][c:7]1[CH:22]=[O:21]. Reactants: Cl (HCl), O1CCOCC1 (dioxane), FC(C1=CC=C(OC=2C=C(C=C3CCN(CC3)C(=O)OC(C)(C)C)C=CC2)C=C1)(F)F (tert-Butyl 4-(3-(4-(trifluoromethyl)phenoxy)benzylidene)piperidine-1-carboxylate). Solvent: C(Cl)Cl (CH2Cl2). The product is Cl.FC(C1=CC=C(OC=2C=C(C=C3CCNCC3)C=CC2)C=C1)(F)F (4-(3-(4-(Trifluoromethyl)phenoxy)benzylidene)piperidine hydrochloride). Reaction SMILES: [F:1][C:2]([F:31])([F:30])[C:3]1[CH:29]=[CH:28][C:6]([O:7][C:8]2[CH:9]=[C:10]([CH:25]=[CH:26][CH:27]=2)[CH:11]=[C:12]2[CH2:17][CH2:16][N:15](C(OC(C)(C)C)=O)[CH2:14][CH2:13]2)=[CH:5][CH:4]=1.[ClH:32].O1CCOCC1>C(Cl)Cl>[ClH:32].[F:31][C:2]([F:1])([F:30])[C:3]1[CH:4]=[CH:5][C:6]([O:7][C:8]2[CH:9]=[C:10]([CH:25]=[CH:26][CH:27]=2)[CH:11]=[C:12]2[CH2:17][CH2:16][NH:15][CH2:14][CH2:13]2)=[CH:28][CH:29]=1 |f:4.5|. Procedure details: tert-Butyl 4-(3-(4-(trifluoromethyl)phenoxy)benzylidene)piperidine-1-carboxylate (1.75 g, 4.0 mmol) from Step 4 was dissolved in CH2Cl2 (15 mL) and treated with HCl in dioxane (7.0 mL, 4.0 M, 28 mmol). After 16 h the reaction was concentrated in vacuo to provide the title compound as a white solid (1.49 g). Starting materials: CC[SiH](CC)CC, COC(=O)c1c(F)ccc2c1C(O)C(C)(C)C(c1cccc(Br)c1)N2, O=C(O)C(F)(F)F. Product: COC(=O)c1c(F)ccc2c1CC(C)(C)C(c1cccc(Br)c1)N2. Reaction SMILES: [CH2:26]([SiH:27]([CH2:28][CH3:29])[CH2:30][CH3:31])[CH3:32].[CH3:1][O:2][C:3](=[O:4])[c:5]1[c:6]2[c:11]([cH:12][cH:13][c:14]1[F:15])[NH:10][CH:9]([c:16]1[cH:17][c:18]([Br:22])[cH:19][cH:20][cH:21]1)[C:8]([CH3:23])([CH3:24])[CH:7]2[OH:25].[OH:33][C:34]([C:35]([F:36])([F:37])[F:38])=[O:39]>>[CH3:1][O:2][C:3](=[O:4])[c:5]1[c:6]2[c:11]([cH:12][cH:13][c:14]1[F:15])[NH:10][CH:9]([c:16]1[cH:17][c:18]([Br:22])[cH:19][cH:20][cH:21]1)[C:8]([CH3:23])([CH3:24])[CH2:7]2.